Dataset: the Open Reaction Database (ORD), a public repository of structured organic reaction records. Task: describe an organic reaction: reactants, conditions, products, and yield RXN SMILES: [CH2:45]1[O:46][CH2:47][CH2:48][CH2:49]1.[Cl:22][C:23]([C:24]([Cl:25])=[O:26])=[O:27].[Cl:42][CH2:43][Cl:44].[ClH:41].[NH2:28][c:29]1[n:30][cH:31][cH:32][cH:33][n:34]1.[O:1]=[C:2]1[N:3]([CH2:16][c:17]2[s:18][cH:19][cH:20][cH:21]2)[CH:4]([S:11][CH2:12][C:13](=[O:14])[OH:15])[c:5]2[cH:6][cH:7][cH:8][cH:9][c:10]21.[O:50]=[CH:51][N:52]([CH3:53])[CH3:54].[cH:35]1[cH:36][cH:37][n:38][cH:39][cH:40]1>>[O:1]=[C:2]1[N:3]([CH2:16][c:17]2[s:18][cH:19][cH:20][cH:21]2)[CH:4]([S:11][CH2:12][C:13](=[O:15])[NH:28][c:29]2[n:30][cH:31][cH:32][cH:33][n:34]2)[c:5]2[cH:6][cH:7][cH:8][cH:9][c:10]21. The product is O=C(CSC1c2ccccc2C(=O)N1Cc1cccs1)Nc1ncccn1. The reactants are C1CCOC1, O=C(Cl)C(=O)Cl, ClCCl, Cl, Nc1ncccn1, O=C(O)CSC1c2ccccc2C(=O)N1Cc1cccs1, CN(C)C=O, c1ccncc1. Reactants: N1=CC=CC=C1 (Pyridine), FC(C(=O)OC(C(F)(F)F)=O)(F)F (trifluoroacetic anhydride), ice, NC(=O)C1CC=2C(=C3CCC(NC3=C(C2)C)=O)O1 (2,3,6,7,8,9-Hexahydro-2-aminocarbonyl-5-methylfuro-[2,3-f]quinoline-7-one), FC(C(=O)OC(C(F)(F)F)=O)(F)F (trifluoroacetic anhydride), N1=CC=CC=C1 (pyridine). Run in C(Cl)Cl (methylene chloride). Conditions: temperature 0 celsius, time 1.5 hour. Yields the product C(#N)C1CC=2C(=C3CCC(NC3=C(C2)C)=O)O1 (2-Cyano-5-methyl-2,3,6,7,8,9-hexahydrofuro-[2,3-f]quinoline-7-one). Yield: 94.5%. Reaction SMILES: [NH2:1][C:2]([CH:4]1[O:18][C:7]2=[C:8]3[C:13](=[C:14]([CH3:16])[CH:15]=[C:6]2[CH2:5]1)[NH:12][C:11](=[O:17])[CH2:10][CH2:9]3)=O.N1C=CC=CC=1.FC(F)(F)C(OC(=O)C(F)(F)F)=O>C(Cl)Cl>[C:2]([CH:4]1[O:18][C:7]2=[C:8]3[C:13](=[C:14]([CH3:16])[CH:15]=[C:6]2[CH2:5]1)[NH:12][C:11](=[O:17])[CH2:10][CH2:9]3)#[N:1]. Procedure: The compound obtained in Example 259 (0.47 g, 1.9 mmol) was dissolved in methylene chloride (40 ml) and pyridine (0.64 ml, 8 mmol). To the obtained solution, trifluoroacetic anhydride (0.56 ml, 4 mmol) was added dropwise while cooling in an ice--water bath, and the mixture was stirred at 0° C. for 1.5 hours. Pyridine (0.64 ml, 8 mmol) and trifluoroacetic anhydride (0.56 ml, 4 mmol) were further added, and stirring was continued at 0° C. for 1 hour. After completion of the reaction, the solvent w... The reactants are Cl (HCl), C(C)[C@@H]1CO[C@@H](CN1C(=O)OC(C)(C)C)C(=O)NCC1=CC=CC=C1 (1,1-Dimethylethyl(2S,5R)-5-ethyl-2-{[(phenylmethyl)amino]carbonyl}-4-morpholinecarboxylate), O1CCOCC1 (1,4-dioxane). Reaction conditions: time 8 hour. Product: Cl (HCl), C(C)[C@@H]1CO[C@@H](CN1)C(=O)NCC1=CC=CC=C1 ((2S,5R)-5-Ethyl-N-(phenylmethyl)-2-morpholinecarboxamide). As a reaction SMILES: [CH2:1]([C@H:3]1[N:8](C(OC(C)(C)C)=O)[CH2:7][C@@H:6]([C:16]([NH:18][CH2:19][C:20]2[CH:25]=[CH:24][CH:23]=[CH:22][CH:21]=2)=[O:17])[O:5][CH2:4]1)[CH3:2].O1CCOCC1.[ClH:32]>>[ClH:32].[CH2:1]([C@H:3]1[NH:8][CH2:7][C@@H:6]([C:16]([NH:18][CH2:19][C:20]2[CH:25]=[CH:24][CH:23]=[CH:22][CH:21]=2)=[O:17])[O:5][CH2:4]1)[CH3:2]. Procedure details: 1,1-Dimethylethyl(2S,5R)-5-ethyl-2-{[(phenylmethyl)amino]carbonyl}-4-morpholinecarboxylate (0.551 g, 1.581 mmol) was taken up in HCl in 1,4-dioxane (4 M, 5 mL, 165 mmol) and was stirred at room temperature overnight. The reaction was concentrated to afford a HCl salt of the title compound (0.400 g) as a brown oil. LC-MS (ES) m/z=249 [M+H]+. The reactants are C(C)[SiH](CC)CC (Triethylsilane), BrCC(=O)C1=CC(=C(C=C1)NC(C)=O)F (N-[4-{2-bromo-acetyl)-2-fluoro-phenyl]-acetamide), ice water. Solvent: FC(C(=O)O)(F)F (trifluoroacetic acid). Conditions: temperature 60 celsius, time 2.5 hour. The product is BrCCC1=CC(=C(C=C1)NC(C)=O)F (N-[4-(2-BROMO-ETHYL)-2-FLUORO-PHENYL]-ACETAMIDE). The yield is 56.3%. As a reaction SMILES: C([SiH](CC)CC)C.[Br:8][CH2:9][C:10]([C:12]1[CH:17]=[CH:16][C:15]([NH:18][C:19](=[O:21])[CH3:20])=[C:14]([F:22])[CH:13]=1)=O>FC(F)(F)C(O)=O>[Br:8][CH2:9][CH2:10][C:12]1[CH:17]=[CH:16][C:15]([NH:18][C:19](=[O:21])[CH3:20])=[C:14]([F:22])[CH:13]=1. Procedure details: Triethylsilane (1.60 mL, 10.017 mmol) was added via syringe to a stirred solution of N-[4-{2-bromo-acetyl)-2-fluoro-phenyl]-acetamide (1.1435 g, 4.172 mmol) in trifluoroacetic acid (14.0 mL) under nitrogen. The reaction was heated on an oil bath to 60° C. After 2.5 h, the reaction mixture was poured into ice water and allowed to warm to rt. The crude product was extracted with methylene chloride (2×75 mL). The combined organic extracts were washed with brine (50 mL), dried over anhydrous sodium ... Reported procedure: In 30 ml of methanol was dissolved 500 mg of 2-(3,4-diethoxyphenyl)-4-(3-methoxycarbonyl-4-methoxy-methoxy-5-formylphenyl)thiazole. Thereto was added 3 ml of a 30% methylamine solution. The mixture was stirred at room temperature for 14 hours and at 70° C. for 1 hour. Thereto was added 530 ml of sodium boron hydride with stirring under ice- cooling. The mixture was stirred at room temperature for 3 hours. The solvent was removed from the reaction mixture by distillation. The residue was mixed wi... Reaction SMILES: [CH2:1]([O:3][C:4]1[CH:5]=[C:6]([C:13]2[S:14][CH:15]=[C:16]([C:18]3[CH:23]=[C:22]([CH:24]=O)[C:21]([O:26][CH3:27])=[C:20]([C:28]([O:30][CH3:31])=[O:29])[C:19]=3OC)[N:17]=2)[CH:7]=[CH:8][C:9]=1[O:10][CH2:11][CH3:12])[CH3:2].[CH3:34][NH2:35].B.[Na].[CH3:38][OH:39]>>[CH2:1]([O:3][C:4]1[CH:5]=[C:6]([C:13]2[S:14][CH:15]=[C:16]([C:18]3[CH:23]=[C:22]([CH2:24][NH:35][CH3:34])[C:21]([O:26][CH2:27][O:39][CH3:38])=[C:20]([C:28]([O:30][CH3:31])=[O:29])[CH:19]=3)[N:17]=2)[CH:7]=[CH:8][C:9]=1[O:10][CH2:11][CH3:12])[CH3:2] |f:2.3,^1:36|. Reaction conditions: temperature 70 celsius, time 1 hour. The reactants are C(C)OC=1C=C(C=CC1OCC)C=1SC=C(N1)C1=C(C(=C(C(=C1)C=O)OC)C(=O)OC)OC (2-(3,4-diethoxyphenyl)-4-(3-methoxycarbonyl-4-methoxy-methoxy-5-formylphenyl)thiazole), CO (methanol), CN (methylamine), B.[Na] (sodium boron hydride). Yields the product C(C)OC=1C=C(C=CC1OCC)C=1SC=C(N1)C1=CC(=C(C(=C1)CNC)OCOC)C(=O)OC (2-(3,4-diethoxyphenyl)-4-(3-methoxycarbonyl-4-methoxymethoxy-5-methylaminomethyl-phenyl)thiazole). Starting materials: C1CCC2=NCCCN2CC1 (DBU), O (water), BrC1=CC=C(C=C1)C=C(C#N)S(=O)(=O)C1=CC=C(C=C1)C (3-(4-bromo-phenyl)-2-(toluene-4-sulfonyl)-acrylonitrile), [N+](#[C-])CC(=O)OCC (ethyl isocyanoacetate). Solvent: hexanes, C1CCOC1 (THF), CCOC(=O)C (EtOAc). Reaction conditions: time 3 hour. Product: C(C)OC(=O)C=1NC=C(C1C1=CC=C(C=C1)Br)C#N (3-(4-bromo-phenyl)-4-cyano-1H-pyrrole-2-carboxylic acid ethyl ester). Reaction SMILES: [Br:1][C:2]1[CH:7]=[CH:6][C:5]([CH:8]=[C:9](S(C2C=CC(C)=CC=2)(=O)=O)[C:10]#[N:11])=[CH:4][CH:3]=1.C1CCN2C(=NCCC2)CC1.[N+:33]([CH2:35][C:36]([O:38][CH2:39][CH3:40])=[O:37])#[C-:34].O>C1COCC1.CCOC(C)=O>[CH2:39]([O:38][C:36]([C:35]1[NH:33][CH:34]=[C:9]([C:10]#[N:11])[C:8]=1[C:5]1[CH:4]=[CH:3][C:2]([Br:1])=[CH:7][CH:6]=1)=[O:37])[CH3:40]. Procedure details: A solution of 3-(4-bromo-phenyl)-2-(toluene-4-sulfonyl)-acrylonitrile (38.76 g, 0.107 mol, prepared directly above) in anhydrous THF (500 mL) is treated with DBU (65.00 mL, 0.434 mol), followed by ethyl isocyanoacetate (25.00 g, 0.214 mol). The resulting dark-brown reaction mixture is allowed to stir at room temperature for 3 hours. The reaction mixture is poured into water (1,000 mL) and extracted with EtOAc (3×250 mL each). The combined organics are washed with 1 N HCl (250 mL), water (250 mL)... The reactants are CC1(CC=C(CC1)C1=C(C=CC(=C1)C1(CCOCC1)C=1N=NNN1)NC(=O)C=1N(C=C(N1)C#N)COCC[Si](C)(C)C)C (4-cyano-1-(2-trimethylsilanyl-ethoxymethyl)-1H-imidazole-2-carboxylic acid {2-(4,4-dimethyl-cyclohex-1-enyl)-4-[4-(2H-tetrazol-5-yl)-tetrahydro-pyran-4-yl]-phenyl}-amide). The solvent is CO.C(Cl)Cl (MeOH DCM). Yields the product CC1(CC=C(CC1)C1=C(C=CC(=C1)C1(CCOCC1)C=1N=NNN1)NC(=O)C=1NC=C(N1)C#N)C (4-Cyano-1H-imidazole-2-carboxylic acid {2-(4,4-dimethyl-cyclohex-1-enyl)-4-[4-(2H-tetrazol-5-yl)-tetrahydro-pyran-4-yl]-phenyl}-amide). Yield: 43.0%. Reaction SMILES: [CH3:1][C:2]1([CH3:43])[CH2:7][CH2:6][C:5]([C:8]2[CH:13]=[C:12]([C:14]3([C:20]4[N:21]=[N:22][NH:23][N:24]=4)[CH2:19][CH2:18][O:17][CH2:16][CH2:15]3)[CH:11]=[CH:10][C:9]=2[NH:25][C:26]([C:28]2[N:29](COCC[Si](C)(C)C)[CH:30]=[C:31]([C:33]#[N:34])[N:32]=2)=[O:27])=[CH:4][CH2:3]1>CO.C(Cl)Cl>[CH3:1][C:2]1([CH3:43])[CH2:7][CH2:6][C:5]([C:8]2[CH:13]=[C:12]([C:14]3([C:20]4[N:24]=[N:23][NH:22][N:21]=4)[CH2:15][CH2:16][O:17][CH2:18][CH2:19]3)[CH:11]=[CH:10][C:9]=2[NH:25][C:26]([C:28]2[NH:29][CH:30]=[C:31]([C:33]#[N:34])[N:32]=2)=[O:27])=[CH:4][CH2:3]1 |f:1.2|. Procedure: The title compound was prepared by the procedure of Example 11, step (g) using 4-cyano-1-(2-trimethylsilanyl-ethoxymethyl)-1H-imidazole-2-carboxylic acid {2-(4,4-dimethyl-cyclohex-1-enyl)-4-[4-(2H-tetrazol-5-yl)-tetrahydro-pyran-4-yl]-phenyl}-amide (as prepared in the previous step, 51.2 mg, 0.0850 mmol). Silica gel chromatography (1-4% MeOH/DCM) afforded the title compound (17 mg, 43%) as a white solid. 1H-NMR (CD3OD; 400 MHz): δ 8.26 (d, 1H, J=8.6 Hz), 7.90 (s, 1H), 7.22 (dd, 1H, J=8.6, 2.3 Hz... Reactants: CCBr, C=Cn1ccnc1, [Cl-], O=C(c1ccc(Cl)cc1)c1ccc(Cl)cc1, [Mg], [NH4+], C1CCOC1, O. Yields the product C=Cn1ccnc1C(O)(c1ccc(Cl)cc1)c1ccc(Cl)cc1. RXN SMILES: [CH2:2]([Br:3])[CH3:4].[CH:5](=[CH2:6])[n:7]1[cH:8][n:9][cH:10][cH:11]1.[Cl-:28].[Cl:12][c:13]1[cH:14][cH:15][c:16]([C:17](=[O:18])[c:19]2[cH:20][cH:21][c:22]([Cl:25])[cH:23][cH:24]2)[cH:26][cH:27]1.[Mg:1].[NH4+:29].[O:31]1[CH2:32][CH2:33][CH2:34][CH2:35]1.[OH2:30]>>[CH:5](=[CH2:6])[n:7]1[c:8]([C:17]([c:16]2[cH:15][cH:14][c:13]([Cl:12])[cH:27][cH:26]2)([OH:18])[c:19]2[cH:20][cH:21][c:22]([Cl:25])[cH:23][cH:24]2)[n:9][cH:10][cH:11]1.